Dataset: the Open Reaction Database (ORD), a public repository of structured organic reaction records. Task: describe an organic reaction: reactants, conditions, products, and yield The reactants are FC1=C(C#N)C=CC(=C1)N1C2=CC=CC=C2C=2C(=CC=CC12)C1=NC2=C(N1)C=C(C=C2)F (2-fluoro-4-[4-(6-fluoro-1H-benzimidazol-2-yl)-9H-carbazol-9-yl]benzonitrile), aqueous solution, [OH-].[Na+] (sodium hydroxide), aqueous solution, OO (hydrogen peroxide), C([O-])([O-])=O.[K+].[K+] (potassium carbonate), C(C)(=O)NCCN (N-acetylethylenediamine). The solvent is CS(=O)C (dimethyl sulphoxide), C(C)O (ethanol). RXN SMILES: F[C:2]1[CH:9]=[C:8]([N:10]2[C:22]3[CH:21]=[CH:20][CH:19]=[C:18]([C:23]4[NH:27][C:26]5[CH:28]=[C:29]([F:32])[CH:30]=[CH:31][C:25]=5[N:24]=4)[C:17]=3[C:16]3[C:11]2=[CH:12][CH:13]=[CH:14][CH:15]=3)[CH:7]=[CH:6][C:3]=1[C:4]#[N:5].C(=O)([O-])[O-:34].[K+].[K+].[C:39]([NH:42][CH2:43][CH2:44][NH2:45])(=[O:41])[CH3:40].[OH-].[Na+].OO>CS(C)=O.C(O)C>[C:39]([NH:42][CH2:43][CH2:44][NH:45][C:2]1[CH:9]=[C:8]([N:10]2[C:22]3[CH:21]=[CH:20][CH:19]=[C:18]([C:23]4[NH:27][C:26]5[CH:28]=[C:29]([F:32])[CH:30]=[CH:31][C:25]=5[N:24]=4)[C:17]=3[C:16]3[C:11]2=[CH:12][CH:13]=[CH:14][CH:15]=3)[CH:7]=[CH:6][C:3]=1[C:4]([NH2:5])=[O:34])(=[O:41])[CH3:40] |f:1.2.3,5.6|. Procedure details: The process is carried out as in stage 3 of Example 3, but using 150 mg of 2-fluoro-4-[4-(6-fluoro-1H-benzimidazol-2-yl)-9H-carbazol-9-yl]benzonitrile, obtained according to stage 2 of Example 3, 148 mg of potassium carbonate and 810 mg of N-acetylethylenediamine in 1.2 ml of dimethyl sulphoxide. 0.4 ml of a 1M aqueous solution of sodium hydroxide, 0.4 ml of a 30% aqueous solution of hydrogen peroxide and 2 ml of ethanol are then added to the reaction medium. After treatment and purification as ... Yields the product C(C)(=O)NCCNC1=C(C(=O)N)C=CC(=C1)N1C2=CC=CC=C2C=2C(=CC=CC12)C1=NC2=C(N1)C=C(C=C2)F (2-(2-acetylaminoethylamino)-4-[4-(6-fluoro-1H-benzimidazol-2-yl)-9H-carbazol-9-yl]benzamide). Starting materials: BrC=1C=2N(N=C(C1)Cl)C=CN2 (8-bromo-6-chloroimidazo[1,2-b]pyridazine), CN1CCN(CC1)CC=1C=CC(=NC1)N (5-((4-methylpiperazin-1-yl)methyl)pyridin-2-amine), [H-].[Na+] (sodium hydride). Run in CN(C)C=O (DMF). Run at temperature 0 celsius, time 10 minute. Yields the product ClC=1C=C(C=2N(N1)C=CN2)NC2=NC=C(C=C2)CN2CCN(CC2)C ((6-chloro-imidazo[1,2-b]pyridazin-8-yl)-[5-(4-methyl-piperazin-1-ylmethyl)-pyridin-2-yl]-amine). Yield: 51.6%. As a reaction SMILES: Br[C:2]1[C:3]2[N:4]([CH:9]=[CH:10][N:11]=2)[N:5]=[C:6]([Cl:8])[CH:7]=1.[CH3:12][N:13]1[CH2:18][CH2:17][N:16]([CH2:19][C:20]2[CH:21]=[CH:22][C:23]([NH2:26])=[N:24][CH:25]=2)[CH2:15][CH2:14]1.[H-].[Na+]>CN(C=O)C>[Cl:8][C:6]1[CH:7]=[C:2]([NH:26][C:23]2[CH:22]=[CH:21][C:20]([CH2:19][N:16]3[CH2:15][CH2:14][N:13]([CH3:12])[CH2:18][CH2:17]3)=[CH:25][N:24]=2)[C:3]2[N:4]([CH:9]=[CH:10][N:11]=2)[N:5]=1 |f:2.3|. Procedure: A mixture of 8-bromo-6-chloroimidazo[1,2-b]pyridazine (214 mg, 921 μmol, Eq: 0.95) and 5-((4-methylpiperazin-1-yl)methyl)pyridin-2-amine (200 mg, 970 μmol, Eq: 1.00) in DMF (10.0 ml) was cooled to 0° C. To this was added sodium hydride (60% in mineral oil, 124 mg, 3.1 mmol, Eq: 3.2). The reaction was allowed to stir at 0° C. for 10 min and then allowed to warm to room temperature and stirred for 72 h. The reaction was quenched with saturated NaHCO3 (aq) and then diluted with water and EtOAc. The... Starting materials: 4, BrC1=C(C=O)C=CC=C1 (bromobenzaldehyde), C1CCOC1 (THF), solution, ice water, C(=C)[Mg]Br (vinylmagnesium bromide), C1CCOC1 (THF). Conditions: temperature 0 celsius, time 60 minute. Product: OC(C=C)C1=CC=C(C=C1)Br (4-(1-hydroxy-2-propenyl)-bromobenzene). Reaction SMILES: [CH:1]([Mg]Br)=[CH2:2].[Br:5][C:6]1[CH:13]=[CH:12]C=C[C:7]=1C=O.[CH2:14]1C[O:17][CH2:16][CH2:15]1>>[OH:17][CH:16]([C:2]1[CH:1]=[CH:7][C:6]([Br:5])=[CH:13][CH:12]=1)[CH:15]=[CH2:14]. Procedure: 81 ml of a 1.6 molar solution of vinylmagnesium bromide in THF are dripped at -10° C. into a solution of 20.0 g of 4 bromobenzaldehyde in 300 ml of absolute THF. After addition the mixture is stirred for 60 minutes at 0° C., poured into ice water and extracted with ethyl acetate. After chromatography on Al2O3 with hexane/ethyl acetate 18.6 g of 4-(1-hydroxy-2-propenyl)-bromobenzene are obtained in the form of colorless oil. Starting materials: F[C@@H]1C[C@H]2[C@@H]3CCC([C@@]3(C)CC[C@@]2([C@]2(CCC(C=C12)=O)C)O)=O (6β-Fluoro-9α-hydroxyandrost-4-ene-3,17-dione), Example 8. Solvent: C(Cl)Cl (methylene chloride). The product is F[C@@H]1C[C@H]2[C@@H]3CCC([C@@]3(C)CC=C2[C@]2(CCC(C=C12)=O)C)=O (6β-Fluoroandrost-4,9(11)-diene-3,17-dione). Reaction SMILES: [F:1][C@H:2]1[C:19]2[C@:14]([CH3:21])([CH2:15][CH2:16][C:17](=[O:20])[CH:18]=2)[C@:13]2(O)[C@H:4]([C@H:5]3[C@@:9]([CH2:11][CH2:12]2)([CH3:10])[C:8](=[O:23])[CH2:7][CH2:6]3)[CH2:3]1>C(Cl)Cl>[F:1][C@H:2]1[C:19]2[C@:14]([CH3:21])([CH2:15][CH2:16][C:17](=[O:20])[CH:18]=2)[C:13]2[C@H:4]([C@H:5]3[C@@:9]([CH2:11][CH:12]=2)([CH3:10])[C:8](=[O:23])[CH2:7][CH2:6]3)[CH2:3]1. Procedure: 6β-Fluoro-9α-hydroxyandrost-4-ene-3,17-dione (III, Example 8 21.2 g) is dissolved in methylene chloride (1000 ml) and the mixture dried over magnesium sulfate for 1 hr. After suction filtration (the magnesium sulfate cake is washed with methylene chloride) the filtrate is cooled on an ice bath and chlorosulfonic acid (8.3 ml) is added dropwise keeping the temperature at 0°. The reaction mixture is quenched with water (20 ml) 20 min after the addition of the chlorosulfonic acid is completed. The ... Reactants: C1(=CC=CC=C1)P(C1=CC=CC=C1)C1=CC=CC=C1 (triphenylphosphine), OCC1=C(C=C(C(=O)OC)C=C1)CCC (methyl 4-hydroxymethyl-3-propylbenzoate), C(Br)(Br)(Br)Br (carbon tetrabromide). The solvent is C(Cl)Cl (methylene chloride). Conditions: time 30 minute. The product is BrCC1=C(C=C(C(=O)OC)C=C1)CCC (methyl 4-bromomethyl-3-propylbenzoate). Isolated yield 94.3%. As a reaction SMILES: O[CH2:2][C:3]1[CH:12]=[CH:11][C:6]([C:7]([O:9][CH3:10])=[O:8])=[CH:5][C:4]=1[CH2:13][CH2:14][CH3:15].C1(P(C2C=CC=CC=2)C2C=CC=CC=2)C=CC=CC=1.C(Br)(Br)(Br)[Br:36]>C(Cl)Cl>[Br:36][CH2:2][C:3]1[CH:12]=[CH:11][C:6]([C:7]([O:9][CH3:10])=[O:8])=[CH:5][C:4]=1[CH2:13][CH2:14][CH3:15]. Procedure: To a magnetically stirred solution of 0.405 g (1.94 mmol) of the product of Step D dissolved in 5.0 mL of methylene chloride was added 0.638 g (2.43 mmol) of triphenylphosphine followed by 0.806 g (2.43 mmol) of carbon tetrabromide at room temperature. The reaction mixture was stirred for 30 minutes at room temperature, then the magnetic stir bar was removed and the methylene chloride was evaporated in vacuo. The residue was purified on a silica gel flash chromatography column eluted with 10% Et... Starting materials: COC(=O)C1=CC(=C(C=C1)N1C(CCC1(CO)CO)=O)NC(CC)CC (1-[4-methoxycarbonyl-2-(3-pentylamino)phenyl]-5,5-bis-(hydroxymethyl)pyrrolidin-2-one). Solvent: [OH-].[Na+] (sodium hydroxide). Reaction conditions: time 12 hour. Product: C(=O)(O)C1=CC(=C(C=C1)N1C(CCC1(CO)CO)=O)NC(CC)CC (1-[4-Carboxy-2-(3-pentylamino)phenyl]-5,5-bis-(hydroxymethyl)pyrrolidin-2-one). Isolated yield 75.1%. RXN SMILES: C[O:2][C:3]([C:5]1[CH:10]=[CH:9][C:8]([N:11]2[C:15]([CH2:18][OH:19])([CH2:16][OH:17])[CH2:14][CH2:13][C:12]2=[O:20])=[C:7]([NH:21][CH:22]([CH2:25][CH3:26])[CH2:23][CH3:24])[CH:6]=1)=[O:4]>[OH-].[Na+]>[C:3]([C:5]1[CH:10]=[CH:9][C:8]([N:11]2[C:15]([CH2:18][OH:19])([CH2:16][OH:17])[CH2:14][CH2:13][C:12]2=[O:20])=[C:7]([NH:21][CH:22]([CH2:25][CH3:26])[CH2:23][CH3:24])[CH:6]=1)([OH:4])=[O:2] |f:1.2|. Reported procedure: A suspension of the above ester (0.07 g, 0.19 mmol) in 1 N sodium hydroxide (1 mL) was stirred at ambient temperature for 12 h. Upon acidification of the reaction mixture with glacial acetic acid, a solid precipitated. This solid was collected by filtration and dried to give 0.05 g (75%) of the title compound as a white solid, mp 220-221° C. As a reaction SMILES: [CH2:1]([O:3][C:4]([C:6]1[C:7](Cl)=[N:8][C:9]([S:12][CH3:13])=[N:10][CH:11]=1)=[O:5])[CH3:2].[C:15](=[O:18])([O-])O.[Na+].C(O[CH2:24][CH3:25])(=O)C.O1[CH2:30][CH2:29][CH2:28][CH2:27]1>CN(C)C=O.C(O)C1C=CC=CC=1.[H-].[Na+]>[CH2:15]([O:18][C:7]1[C:6]([C:4]([O:3][CH2:1][CH3:2])=[O:5])=[CH:11][N:10]=[C:9]([S:12][CH3:13])[N:8]=1)[C:25]1[CH:24]=[CH:30][CH:29]=[CH:28][CH:27]=1 |f:1.2,7.8|. The reactants are C(O)([O-])=O.[Na+] (sodium hydrogencarbonate), C(C)(=O)OCC (ethyl acetate), C(C)OC(=O)C=1C(=NC(=NC1)SC)Cl (4-chloro-2-(methylthio)pyrimidine-5-carboxylic acid ethyl ester), O1CCCC1 (tetrahydrofuran). The solvent is CN(C=O)C (N,N-dimethylformamide), C(C1=CC=CC=C1)O (benzyl alcohol), [H-].[Na+] (sodium hydride). Procedure: To a solution of 4-chloro-2-(methylthio)pyrimidine-5-carboxylic acid ethyl ester (5.0 g) in tetrahydrofuran (50 mL) and N,N-dimethylformamide (5 mL), benzyl alcohol (2.66 mL) and sodium hydride (60% wt, 946 mg) were added under ice cooling, and the mixture was stirred at the same temperature for 2 hours. To the reaction mixture, saturated aqueous sodium hydrogencarbonate and ethyl acetate were added. The organic layer was separated, washed successively with water and saturated aqueous sodium chl... Product: C(C1=CC=CC=C1)OC1=NC(=NC=C1C(=O)OCC)SC (ethyl 4-(benzyloxy)-2-(methylthio)pyrimidine-5-carboxylate). Run at time 2 hour.